describe an organic reaction: reactants, conditions, products, and yield From a dataset of the Open Reaction Database (ORD), a public repository of structured organic reaction records. Starting materials: NC1=C2C(=NC=N1)N(N=C2C2=CC(=C(C=C2)NC(=O)C=2N(C1=CC=CC=C1C2)C)OC)CCN2CCOCC2 (N2-{4-[4-amino-1-(2-morpholinoethyl)-1H-pyrazolo[3,4-d]pyrimidin-3-yl]-2-methoxyphenyl}-1-methyl-1H-2-indolecarboxamide), C(\C=C/C(=O)O)(=O)O (maleic acid). Run in C(C)(=O)OCC (ethyl acetate), C(C)(=O)OCC (ethyl acetate). Yields the product C(\C=C/C(=O)O)(=O)O.C(\C=C/C(=O)O)(=O)O.NC1=C2C(=NC=N1)N(N=C2C2=CC(=C(C=C2)NC(=O)C=2N(C1=CC=CC=C1C2)C)OC)CCN2CCOCC2 (N2-{4-[4-amino-1-(2-morpholinoethyl)-1H-pyrazolo[3,4-d]pyrimidin-3-yl]-2-methoxyphenyl}-1-methyl-1H-2-indolecarboxamide dimaleate). The yield is 43.3%. Reaction SMILES: [NH2:1][C:2]1[N:7]=[CH:6][N:5]=[C:4]2[N:8]([CH2:32][CH2:33][N:34]3[CH2:39][CH2:38][O:37][CH2:36][CH2:35]3)[N:9]=[C:10]([C:11]3[CH:16]=[CH:15][C:14]([NH:17][C:18]([C:20]4[N:21]([CH3:29])[C:22]5[C:27]([CH:28]=4)=[CH:26][CH:25]=[CH:24][CH:23]=5)=[O:19])=[C:13]([O:30][CH3:31])[CH:12]=3)[C:3]=12.[C:40]([OH:47])(=[O:46])/[CH:41]=[CH:42]\[C:43]([OH:45])=[O:44]>C(OCC)(=O)C>[C:40]([OH:47])(=[O:46])/[CH:41]=[CH:42]\[C:43]([OH:45])=[O:44].[C:40]([OH:47])(=[O:46])/[CH:41]=[CH:42]\[C:43]([OH:45])=[O:44].[NH2:1][C:2]1[N:7]=[CH:6][N:5]=[C:4]2[N:8]([CH2:32][CH2:33][N:34]3[CH2:39][CH2:38][O:37][CH2:36][CH2:35]3)[N:9]=[C:10]([C:11]3[CH:16]=[CH:15][C:14]([NH:17][C:18]([C:20]4[N:21]([CH3:29])[C:22]5[C:27]([CH:28]=4)=[CH:26][CH:25]=[CH:24][CH:23]=5)=[O:19])=[C:13]([O:30][CH3:31])[CH:12]=3)[C:3]=12 |f:3.4.5|. Procedure details: To a mixture of N2-{4-[4-amino-1-(2-morpholinoethyl)-1H-pyrazolo[3,4-d]pyrimidin-3-yl]-2-methoxyphenyl}-1-methyl-1H-2-indolecarboxamide (0.048 g, 0.091 mmol) in warm ethyl acetate (2 mL) was added a solution of maleic acid (0.021 g, 0.18 mmol) in warm ethyl acetate (1 mL). A precipitate formed immediately. The reaction mixture was allowed to cool to ambient temperature and the precipitate was collected by filtration, washed with ethyl acetate (5 mL), and dried in vacuo to afford N2-{4-[4-amino-1... Reactants: 4-tert.butyl-N-6-(2-hydroxy-ethoxy)-5-(2-methoxy-phenoxy)-2-(pyrimidine-2-yl)-pyrimidine-4-yl-benzenesulphonamide, C[O-].[Na+].CO (sodium methanolate methanol), N.[NH4+].[Cl-] (NH3 NH4Cl), COC1=C(OC2C(NC(NC2=O)C2=NC=CC=N2)=O)C=CC=C1 (rac-5-(2-methoxy-phenoxy)-2-pyrimidin-2-yl-tetrahydro-pyrimidin-4,6-dione), C(C)(C)N(CC)C(C)C (N,N-diisopropyl-N-ethylamine), P(Cl)(Cl)(Cl)(Cl)Cl (phosphorus pentachloride), COC1=C(OC(C(=O)OCC)C(=O)OCC)C=CC=C1 (diethyl (o-methoxy-phenoxy-malonate)), C(#N)C1=NC=CC=N1 (2-cyanopyrimidine), Cl.N1=C(N=CC=C1)C(=N)N (pyrimidin-2-carboxamidine hydrochloride), C[O-].[Na+] (sodium methanolate). The product is ClC1=NC(=NC(=C1OC1=C(C=CC=C1)OC)Cl)C1=NC=CC=N1 (4,6-dichloro-5-(2-methoxy-phenoxy)-2,2′-bipyrimidine). Reaction SMILES: C(C1N=CC=CN=1)#N.[ClH:9].N1C=CC=NC=1C(N)=N.N.[NH4+].[Cl-:21].C[O-].[Na+].CO.C[O-].[Na+].COC1C=CC=CC=1OC(C(OCC)=O)C(OCC)=O.[CH3:50][O:51][C:52]1[CH:72]=[CH:71][CH:70]=[CH:69][C:53]=1[O:54][CH:55]1[C:60](=O)[NH:59][CH:58]([C:62]2[N:67]=[CH:66][CH:65]=[CH:64][N:63]=2)[NH:57][C:56]1=O.C(N(C(C)C)CC)(C)C.P(Cl)(Cl)(Cl)(Cl)Cl>>[Cl:9][C:60]1[C:55]([O:54][C:53]2[CH:69]=[CH:70][CH:71]=[CH:72][C:52]=2[O:51][CH3:50])=[C:56]([Cl:21])[N:57]=[C:58]([C:62]2[N:67]=[CH:66][CH:65]=[CH:64][N:63]=2)[N:59]=1 |f:1.2,3.4.5,6.7.8,9.10|. Procedure: The process of the present invention is especially useful for the preparation of 4-tert.butyl-N-6-(2-hydroxy-ethoxy)-5-(2-methoxy-phenoxy)-2-(pyrimidine-2-yl)-pyrimidine-4-yl-benzenesulphonamide (bosentan). For the preparation of this compound 2-cyanopyrimidine is prepared as described above and converted into pyrimidin-2-carboxamidine hydrochloride by means of NH3/NH4Cl in a sodium methanolate/methanol solution. This compound is converted in the presence of sodium methanolate with diethyl (o-me... Starting materials: [BH4-], C1CCOC1, CO, CCOC(C)=O, [Na+], O, CC(O)(c1ccc(N2CCN(S(=O)(=O)c3cccs3)CC2CN2C3CCCC2CC(=O)C3)cc1)C(F)(F)F. The product is CC(O)(c1ccc(N2CCN(S(=O)(=O)c3cccs3)CC2CN2C3CCCC2CC(O)C3)cc1)C(F)(F)F. Reaction SMILES: [BH4-:39].[CH2:41]1[O:42][CH2:43][CH2:44][CH2:45]1.[CH3:46][OH:47].[CH3:48][CH2:49][O:50][C:51]([CH3:52])=[O:53].[Na+:40].[OH2:54].[s:1]1[c:2]([S:6](=[O:7])(=[O:8])[N:9]2[CH2:10][CH:11]([CH2:28][N:29]3[CH:30]4[CH2:31][C:32](=[O:38])[CH2:33][CH:34]3[CH2:35][CH2:36][CH2:37]4)[N:12]([c:15]3[cH:16][cH:17][c:18]([C:21]([C:22]([F:23])([F:24])[F:25])([CH3:26])[OH:27])[cH:19][cH:20]3)[CH2:13][CH2:14]2)[cH:3][cH:4][cH:5]1>>[s:1]1[c:2]([S:6](=[O:7])(=[O:8])[N:9]2[CH2:10][CH:11]([CH2:28][N:29]3[CH:30]4[CH2:31][CH:32]([OH:38])[CH2:33][CH:34]3[CH2:35][CH2:36][CH2:37]4)[N:12]([c:15]3[cH:16][cH:17][c:18]([C:21]([C:22]([F:23])([F:24])[F:25])([CH3:26])[OH:27])[cH:19][cH:20]3)[CH2:13][CH2:14]2)[cH:3][cH:4][cH:5]1. Reactants: Cl.N[C@@H]1CN(CC1)C1=C(C=C(C=C1)N1C(O[C@H](C1)CN(C(=O)OCC(Cl)(Cl)Cl)C1=NOC=C1)=O)F (3-(4-(3(S)-Aminopyrrolidin-1-yl)-3-fluorophenyl)-5(R)-(N-(2,2,2-trichloroethyl-oxycarbonyl)isoxazol-3-ylaminomethyl)oxazolidin-2-one hydrochloride salt), CC1(OC[C@H](O1)C(=O)Cl)C (2,2-dimethyl-1,3-dioxolan-4(S)-ylcarbonyl chloride). Solvent: C(C)(=O)OCC (ethyl acetate), O (water), N1=CC=CC=C1 (pyridine), ClCCl (dichloromethane). Run at time 3 hour. Product: O[C@H](C(=O)[C@@H]1CN(CC1)C1=C(C=C(C=C1)N1C(O[C@H](C1)CNC1=NOC=C1)=O)F)CO (3-(4-(3(S)-(2(S),3-Dihydroxypropanoyl)pyrrolidin-1-yl)-3-fluorophenyl)-5(S)-(isoxazol-3-ylaminomethyl)oxazolidin-2-one). The yield is 143.5%. RXN SMILES: Cl.N[C@H:3]1[CH2:7][CH2:6][N:5]([C:8]2[CH:13]=[CH:12][C:11]([N:14]3[CH2:18][C@H:17]([CH2:19][N:20]([C:29]4[CH:33]=[CH:32][O:31][N:30]=4)C(OCC(Cl)(Cl)Cl)=O)[O:16][C:15]3=[O:34])=[CH:10][C:9]=2[F:35])[CH2:4]1.CC1(C)[O:41][C@H:40]([C:42](Cl)=[O:43])[CH2:39][O:38]1>N1C=CC=CC=1.ClCCl.C(OCC)(=O)C.O>[OH:41][C@@H:40]([CH2:42][OH:43])[C:39]([C@H:3]1[CH2:7][CH2:6][N:5]([C:8]2[CH:13]=[CH:12][C:11]([N:14]3[CH2:18][C@H:17]([CH2:19][NH:20][C:29]4[CH:33]=[CH:32][O:31][N:30]=4)[O:16][C:15]3=[O:34])=[CH:10][C:9]=2[F:35])[CH2:4]1)=[O:38] |f:0.1|. Procedure details: 3-(4-(3(S)-Aminopyrrolidin-1-yl)-3-fluorophenyl)-5(R)-(N-(2,2,2-trichloroethyl-oxycarbonyl)isoxazol-3-ylaminomethyl)oxazolidin-2-one hydrochloride salt (400 mg, 0.698 mM) in pyridine (5 ml) was treated dropwise with a solution of 2,2-dimethyl-1,3-dioxolan-4(S)-ylcarbonyl chloride (200 mg, 1.2 mM) in dichloromethane (2 ml), and the mixture stirred 3 hours at ambient temperature. The mixture was diluted with ethyl acetate (15 ml) and water (15 ml), the organic layer separated, washed with aqueous ... Starting materials: C(C)(C)OC(C)C (diisopropyl ether), CC(=O)C1=CC(=CC(=C1)OC)OC (3,5-Dimethoxyacetophenone), COC(/C(/CC(=O)OC)=C/C1=CC=CC=C1)=O ((E)-benzylidenesuccinic acid dimethyl ester), CC(C)([O-])C.[K+] (potassium tert-butoxide). The solvent is O (water), C(C)(C)(C)O (tert-butyl alcohol). Yields the product CC(=C(C(=CC1=CC=CC=C1)C(=O)O)C(=O)OC)C1=CC(=CC(=C1)OC)OC (1-methyl-1-(3,5-dimethoxyphenyl)-2-methoxycarbonyl-3-carboxy-4-phenylbutadiene). Isolated yield 111.1%. RXN SMILES: [CH3:1][C:2]([C:4]1[CH:9]=[C:8]([O:10][CH3:11])[CH:7]=[C:6]([O:12][CH3:13])[CH:5]=1)=O.C[O:15][C:16](=[O:30])/[C:17](=[CH:23]/[C:24]1[CH:29]=[CH:28][CH:27]=[CH:26][CH:25]=1)/[CH2:18][C:19]([O:21][CH3:22])=[O:20].CC(C)([O-])C.[K+].C(OC(C)C)(C)C>C(O)(C)(C)C.O>[CH3:1][C:2]([C:4]1[CH:9]=[C:8]([O:10][CH3:11])[CH:7]=[C:6]([O:12][CH3:13])[CH:5]=1)=[C:18]([C:19]([O:21][CH3:22])=[O:20])[C:17]([C:16]([OH:30])=[O:15])=[CH:23][C:24]1[CH:29]=[CH:28][CH:27]=[CH:26][CH:25]=1 |f:2.3|. Reported procedure: 3,5-Dimethoxyacetophenone (246 g) and (E)-benzylidenesuccinic acid dimethyl ester (320 g) are dissolved in tert-butyl alcohol (1300 ml), and thereto is added potassium tert-butoxide (168.6 g) at room temperature, and the mixture is stirred. The mixture is allowed to cool to room temperature, and the mixture is further stirred at the same temperature for two hours. To the reaction mixture are added water (3 L) and diisopropyl ether (700 ml), and the aqueous layer is separated. To the remaining or... The reactants are intermediate 10, N(=[N+]=[N-])C1=CC=C(C(=O)N2CC(CCC2)CN2CCCC2)C=C1 (1-(4-azidobenzoyl)-3-(pyrrolidin-1-ylmethyl)piperidine), C(#C)C1=NNC2=CC=CC=C12 (3-ethynyl-1H-indazole). The solvent is C(Cl)Cl (DCM). The product is N1(CCCC1)CC1CN(CCC1)C(=O)C1=CC=C(C=C1)N1N=NC(=C1)C1=NNC2=CC=CC=C12 (3-[1-(4-{[3-(pyrrolidin-1-ylmethyl)piperidin-1-yl]carbonyl}phenyl)-1H-1,2,3-triazol-4-yl]-1H-indazole). RXN SMILES: [N:1]([C:4]1[CH:23]=[CH:22][C:7]([C:8]([N:10]2[CH2:15][CH2:14][CH2:13][CH:12]([CH2:16][N:17]3[CH2:21][CH2:20][CH2:19][CH2:18]3)[CH2:11]2)=[O:9])=[CH:6][CH:5]=1)=[N+:2]=[N-:3].[C:24]([C:26]1[C:34]2[C:29](=[CH:30][CH:31]=[CH:32][CH:33]=2)[NH:28][N:27]=1)#[CH:25]>C(Cl)Cl>[N:17]1([CH2:16][CH:12]2[CH2:13][CH2:14][CH2:15][N:10]([C:8]([C:7]3[CH:6]=[CH:5][C:4]([N:1]4[CH:25]=[C:24]([C:26]5[C:34]6[C:29](=[CH:30][CH:31]=[CH:32][CH:33]=6)[NH:28][N:27]=5)[N:3]=[N:2]4)=[CH:23][CH:22]=3)=[O:9])[CH2:11]2)[CH2:21][CH2:20][CH2:19][CH2:18]1. Procedure details: The title compound was prepared following procedure described for intermediate 10, but starting from 1-(4-azidobenzoyl)-3-(pyrrolidin-1-ylmethyl)piperidine (420 mg; 1.34 mmol; 1.0 eq.) and 3-ethynyl-1H-indazole (190 mg; 1.34 mmol; 1.0 eq.). After purification by preparative HPLC, it was obtained as the formic acid salt. The salt was solubilized in DCM and washed with a saturated solution of NaHCO3 then brine. Organic phase was dried over magnesium sulfate, filtered and concentrated. The resultin... Starting materials: CO, COC(=O)C(Cl)(CCCC(F)(F)F)S(=O)(=O)CCC(F)(F)F, N. Yields the product NC(=O)C(Cl)(CCCC(F)(F)F)S(=O)(=O)CCC(F)(F)F. As a reaction SMILES: [CH3:24][OH:25].[Cl:1][C:2]([C:3](=[O:4])[O:5][CH3:6])([CH2:7][CH2:8][CH2:9][C:10]([F:11])([F:12])[F:13])[S:14](=[O:15])(=[O:16])[CH2:17][CH2:18][C:19]([F:20])([F:21])[F:22].[NH3:23]>>[Cl:1][C:2]([C:3](=[O:4])[NH2:23])([CH2:7][CH2:8][CH2:9][C:10]([F:11])([F:12])[F:13])[S:14](=[O:15])(=[O:16])[CH2:17][CH2:18][C:19]([F:20])([F:21])[F:22].